The task is: describe an organic reaction: reactants, conditions, products, and yield. This data is from the Open Reaction Database (ORD), a public repository of structured organic reaction records. Reactants: NC=1SC2=C(NC(=NC2=O)SCC2=CC(=CC=C2)OC2=CC=CC=C2)N1 (2-Amino-5-[[(3-phenoxyphenyl)methyl]thio]thiazolo[4,5-d]pyrimidin-7(4H)-one), product, N(=O)OC(C)(C)C (t-butyl nitrite). The solvent is O1CCCC1 (tetrahydrofuran). Reaction conditions: time 3.5 hour. Product: O(C1=CC=CC=C1)C=1C=C(C=CC1)CSC1=NC(C2=C(N1)N=CS2)=O (5-[[(3-Phenoxyphenyl)methyl]thio]thiazolo[4,5-d]pyrimidin-7(4H)-one). As a reaction SMILES: N[C:2]1[S:3][C:4]2[C:9](=[O:10])[N:8]=[C:7]([S:11][CH2:12][C:13]3[CH:18]=[CH:17][CH:16]=[C:15]([O:19][C:20]4[CH:25]=[CH:24][CH:23]=[CH:22][CH:21]=4)[CH:14]=3)[NH:6][C:5]=2[N:26]=1.N(OC(C)(C)C)=O>O1CCCC1>[O:19]([C:15]1[CH:14]=[C:13]([CH2:12][S:11][C:7]2[NH:6][C:5]3[N:26]=[CH:2][S:3][C:4]=3[C:9](=[O:10])[N:8]=2)[CH:18]=[CH:17][CH:16]=1)[C:20]1[CH:25]=[CH:24][CH:23]=[CH:22][CH:21]=1. Procedure: 2-Amino-5-[[(3-phenoxyphenyl)methyl]thio]thiazolo[4,5-d]pyrimidin-7(4H)-one (0.3 g) (product of Example 5) was added over 90 minutes to a solution of t-butyl nitrite (0.17 mL) in tetrahydrofuran (3 mL) at 65° C. After a further 3.5 hours at 65° C., the solvent was evaporated and the residue chromatographed on silica eluting with methanol/dichloromethane mixtures to give the title compound. Yield 0.071 g. Reactants: BrC=1C=C(C(=NC1)N)C=1N=NN(C1)C(C)C (5-bromo-3-(1-isopropyl-1H-[1,2,3]triazol-4-yl)-pyridin-2-ylamine), FC1=C(CN2CCOCC2)C=CC(=C1)B1OC(C(O1)(C)C)(C)C (4-(2-fluoro-4-(4,4,5,5-tetramethyl-1,3,2-dioxaborolan-2-yl)benzyl)morpholine), O (water), C(=O)([O-])[O-].[Cs+].[Cs+] (Cs2CO3). The reagents and catalysts are C=1C=CC(=CC1)[P](C=2C=CC=CC2)(C=3C=CC=CC3)[Pd]([P](C=4C=CC=CC4)(C=5C=CC=CC5)C=6C=CC=CC6)([P](C=7C=CC=CC7)(C=8C=CC=CC8)C=9C=CC=CC9)[P](C=1C=CC=CC1)(C=1C=CC=CC1)C=1C=CC=CC1 (Pd(PPh3)4). Solvent: O1CCOCC1 (1,4-dioxane), CCOC(=O)C (EtOAc). Conditions: temperature 110 celsius, time 30 minute. Product: FC=1C=C(C=CC1CN1CCOCC1)C=1C=C(C(=NC1)N)C=1N=NN(C1)C(C)C (5-(3-fluoro-4-(morpholinomethyl)phenyl)-3-(1-isopropyl-1H-1,2,3-triazol-4-yl)pyridin-2-amine). Isolated yield 36.0%. As a reaction SMILES: Br[C:2]1[CH:3]=[C:4]([C:9]2[N:10]=[N:11][N:12]([CH:14]([CH3:16])[CH3:15])[CH:13]=2)[C:5]([NH2:8])=[N:6][CH:7]=1.[F:17][C:18]1[CH:30]=[C:29](B2OC(C)(C)C(C)(C)O2)[CH:28]=[CH:27][C:19]=1[CH2:20][N:21]1[CH2:26][CH2:25][O:24][CH2:23][CH2:22]1.O.C([O-])([O-])=O.[Cs+].[Cs+]>O1CCOCC1.CCOC(C)=O.C1C=CC([P]([Pd]([P](C2C=CC=CC=2)(C2C=CC=CC=2)C2C=CC=CC=2)([P](C2C=CC=CC=2)(C2C=CC=CC=2)C2C=CC=CC=2)[P](C2C=CC=CC=2)(C2C=CC=CC=2)C2C=CC=CC=2)(C2C=CC=CC=2)C2C=CC=CC=2)=CC=1>[F:17][C:18]1[CH:30]=[C:29]([C:2]2[CH:3]=[C:4]([C:9]3[N:10]=[N:11][N:12]([CH:14]([CH3:16])[CH3:15])[CH:13]=3)[C:5]([NH2:8])=[N:6][CH:7]=2)[CH:28]=[CH:27][C:19]=1[CH2:20][N:21]1[CH2:22][CH2:23][O:24][CH2:25][CH2:26]1 |f:3.4.5,^1:62,64,83,102|. Reported procedure: To a solution of 5-bromo-3-(1-isopropyl-1H-[1,2,3]triazol-4-yl)-pyridin-2-ylamine (200 mg, 0.70 mmol) and 4-(2-fluoro-4-(4,4,5,5-tetramethyl-1,3,2-dioxaborolan-2-yl)benzyl)morpholine (250 mg, 0.77 mmol) in 1,4-dioxane (10.0 mL)/water (5.0 mL) was added Cs2CO3 (690 mg, 2.12 mmol) at room temperature. The reaction mixture was degassed with argon for 30 min. Then Pd(PPh3)4 (40 mg, 0.03 mmol) was added and allowed to stir at 110° C. for 30 min in CEM micro wave. The reaction mixture was cooled to RT... Starting materials: 52-A, C(C)(C)(C)OC(=O)N1CC(CCCC1)N (tert-butyl-3-aminoazepane-1-carboxylate), C(C)(C)(C)OC(=O)N1CCC(CCC1)N (tert-butyl-4-aminoazepane-1-carboxylate), ClC1=NC(=NC2=CC=CC=C12)C1=C(C=CC(=C1)F)OC (4-chloro-2-(5-fluoro-2-methoxyphenyl)quinazoline), 52-B. The product is N1CCC(CCC1)NC1=NC(=NC2=CC=CC=C12)C1=C(C=CC(=C1)F)O (2-(4-(Azepan-4-ylamino)quinazolin-2-yl)-4-fluorophenol). As a reaction SMILES: Cl[C:2]1[C:11]2[C:6](=[CH:7][CH:8]=[CH:9][CH:10]=2)[N:5]=[C:4]([C:12]2[CH:17]=[C:16]([F:18])[CH:15]=[CH:14][C:13]=2[O:19]C)[N:3]=1.C(OC(N1CCCCC(N)C1)=O)(C)(C)C.C(OC([N:43]1[CH2:49][CH2:48][CH2:47][CH:46]([NH2:50])[CH2:45][CH2:44]1)=O)(C)(C)C>>[NH:43]1[CH2:49][CH2:48][CH2:47][CH:46]([NH:50][C:2]2[C:11]3[C:6](=[CH:7][CH:8]=[CH:9][CH:10]=3)[N:5]=[C:4]([C:12]3[CH:17]=[C:16]([F:18])[CH:15]=[CH:14][C:13]=3[OH:19])[N:3]=2)[CH2:45][CH2:44]1. Reported procedure: The title compound was prepared using a method analogous to that described in Synthesis 52, replacing 4-chloro-2-(2-methoxyphenyl)quinazoline with 4-chloro-2-(5-fluoro-2-methoxyphenyl)quinazoline in Synthesis 52-A and tert-butyl-3-aminoazepane-1-carboxylate with tert-butyl-4-aminoazepane-1-carboxylate in Synthesis 52-B.